Dataset: the Open Reaction Database (ORD), a public repository of structured organic reaction records. Task: describe an organic reaction: reactants, conditions, products, and yield Reactants: O1C(=CC2=C1C=CC=C2)C=2C=C1C=CC(=C(C1=CC2)C)OCC#N (2-{[6-(1-benzofuran-2-yl)-1-methyl-2-naphthyl]oxy}acetonitrile), C(CCCC)(=O)Cl (valeryl chloride), [Sn](Cl)(Cl)(Cl)Cl (tin (IV) chloride). The solvent is C(Cl)Cl (methylene chloride). Yields the product CC1=C(C=CC2=CC(=CC=C12)C=1OC2=C(C1C(CCCC)=O)C=CC=C2)OCC#N (2-{[1-Methyl-6-(3-pentanoyl-1-benzofuran-2-yl)-2-naphthyl]oxy}acetonitrile). The yield is 31.4%. Reaction SMILES: [O:1]1[C:5]2[CH:6]=[CH:7][CH:8]=[CH:9][C:4]=2[CH:3]=[C:2]1[C:10]1[CH:11]=[C:12]2[C:17](=[CH:18][CH:19]=1)[C:16]([CH3:20])=[C:15]([O:21][CH2:22][C:23]#[N:24])[CH:14]=[CH:13]2.[C:25](Cl)(=[O:30])[CH2:26][CH2:27][CH2:28][CH3:29].[Sn](Cl)(Cl)(Cl)Cl>C(Cl)Cl>[CH3:20][C:16]1[C:17]2[C:12](=[CH:11][C:10]([C:2]3[O:1][C:5]4[CH:6]=[CH:7][CH:8]=[CH:9][C:4]=4[C:3]=3[C:25](=[O:30])[CH2:26][CH2:27][CH2:28][CH3:29])=[CH:19][CH:18]=2)[CH:13]=[CH:14][C:15]=1[O:21][CH2:22][C:23]#[N:24]. Procedure details: Following the procedure described in Step 2 of Example 1, 2-{[6-(1-benzofuran-2-yl)-1-methyl-2-naphthyl]oxy}acetonitrile (1.15 g, 3.67 mmol) was acylated with valeryl chloride (0.52 mL, 4.4 mmol), in presence of tin (IV) chloride (0.52 mL, 4.4 mmol) in methylene chloride (15 mL). 2-{[1-methyl-6-(3-pentanoyl-1-benzofuran-2-yl)-2-naphthyl]oxy}acetonitrile was prepared. Purification by flash chromatography (Biotage apparatus) using 10-20% chloroform in hexane and 100% hexane and 0.5-5% ethyl acetat... The reactants are Brc1ccc2c(ccc3nnnn32)c1, CCCCC(CC)COC(=O)CCS, C1COCCO1, CCOC(C)=O, CCN(C(C)C)C(C)C, O=C(C=Cc1ccccc1)C=Cc1ccccc1, O=C(C=Cc1ccccc1)C=Cc1ccccc1, O=C(C=Cc1ccccc1)C=Cc1ccccc1, O, [Pd], [Pd], CC1(C)c2cccc(P(c3ccccc3)c3ccccc3)c2Oc2c(P(c3ccccc3)c3ccccc3)cccc21. Product: CCCCC(CC)COC(=O)CCSc1ccc2c(ccc3nnnn32)c1. RXN SMILES: [Br:1][c:2]1[cH:3][c:4]2[cH:5][cH:6][c:7]3[n:8]([c:9]2[cH:10][cH:11]1)[n:12][n:13][n:14]3.[CH2:15]([CH3:16])[CH:17]([CH2:18][O:19][C:20]([CH2:21][CH2:22][SH:23])=[O:24])[CH2:25][CH2:26][CH2:27][CH3:28].[CH2:80]1[O:81][CH2:82][CH2:83][O:84][CH2:85]1.[CH3:86][CH2:87][O:88][C:89]([CH3:90])=[O:91].[CH:29]([N:30]([CH2:31][CH3:32])[CH:33]([CH3:34])[CH3:35])([CH3:36])[CH3:37].[O:113]=[C:114]([CH:115]=[CH:116][c:117]1[cH:118][cH:119][cH:120][cH:121][cH:122]1)[CH:123]=[CH:124][c:125]1[cH:126][cH:127][cH:128][cH:129][cH:130]1.[O:131]=[C:132]([CH:133]=[CH:134][c:135]1[cH:136][cH:137][cH:138][cH:139][cH:140]1)[CH:141]=[CH:142][c:143]1[cH:144][cH:145][cH:146][cH:147][cH:148]1.[O:95]=[C:96]([CH:97]=[CH:98][c:99]1[cH:100][cH:101][cH:102][cH:103][cH:104]1)[CH:105]=[CH:106][c:107]1[cH:108][cH:109][cH:110][cH:111][cH:112]1.[OH2:92].[Pd:93].[Pd:94].[c:38]1([P:39]([c:40]2[cH:41][cH:42][cH:43][cH:44][cH:45]2)[c:46]2[c:47]3[c:71]([cH:72][cH:73][cH:74]2)[C:68]([CH3:69])([CH3:70])[c:50]2[c:49]([c:54]([P:55]([c:56]4[cH:57][cH:58][cH:59][cH:60][cH:61]4)[c:62]4[cH:63][cH:64][cH:65][cH:66][cH:67]4)[cH:53][cH:52][cH:51]2)[O:48]3)[cH:75][cH:76][cH:77][cH:78][cH:79]1>>[c:2]1([S:23][CH2:22][CH2:21][C:20]([O:19][CH2:18][CH:17]([CH2:15][CH3:16])[CH2:25][CH2:26][CH2:27][CH3:28])=[O:24])[cH:3][c:4]2[cH:5][cH:6][c:7]3[n:8]([c:9]2[cH:10][cH:11]1)[n:12][n:13][n:14]3. The reactants are [BH3-]C#N, COC(Cc1ccc(NC2CCN(c3ccc(S(=O)(=O)N4CCCCC4)cc3)CC2)cc1)OC, CC(=O)O, CC#N, CO, C[Si](Cl)(Cl)Cl, ClCCl, [I-], CS(=O)(=O)Nc1cc(C(O)CN)ccc1O, [Na+], [Na+]. The product is CS(=O)(=O)Nc1cc(C(O)CNCCc2ccc(NC3CCN(c4ccc(S(=O)(=O)N5CCCCC5)cc4)CC3)cc2)ccc1O. Reaction SMILES: [C:62]([BH3-:63])#[N:64].[CH3:1][O:2][CH:3]([CH2:4][c:5]1[cH:6][cH:7][c:8]([NH:11][CH:12]2[CH2:13][CH2:14][N:15]([c:18]3[cH:19][cH:20][c:21]([S:24](=[O:25])(=[O:26])[N:27]4[CH2:28][CH2:29][CH2:30][CH2:31][CH2:32]4)[cH:22][cH:23]3)[CH2:16][CH2:17]2)[cH:9][cH:10]1)[O:33][CH3:34].[CH3:42][C:43](=[O:44])[OH:45].[CH3:66][C:67]#[N:68].[CH3:69][OH:70].[Cl:37][Si:38]([Cl:39])([Cl:40])[CH3:41].[Cl:71][CH2:72][Cl:73].[I-:36].[NH2:46][CH2:47][CH:48]([OH:49])[c:50]1[cH:51][cH:52][c:53]([OH:61])[c:54]([NH:56][S:57](=[O:58])(=[O:59])[CH3:60])[cH:55]1.[Na+:35].[Na+:65]>>[CH2:3]([CH2:4][c:5]1[cH:6][cH:7][c:8]([NH:11][CH:12]2[CH2:13][CH2:14][N:15]([c:18]3[cH:19][cH:20][c:21]([S:24](=[O:25])(=[O:26])[N:27]4[CH2:28][CH2:29][CH2:30][CH2:31][CH2:32]4)[cH:22][cH:23]3)[CH2:16][CH2:17]2)[cH:9][cH:10]1)[NH:46][CH2:47][CH:48]([OH:49])[c:50]1[cH:51][cH:52][c:53]([OH:61])[c:54]([NH:56][S:57](=[O:58])(=[O:59])[CH3:60])[cH:55]1. Reactants: C(C)(C)OC=1C=C2C=CC(=CC2=CC1)C(C(C)C)(O)C=1N=CN(C1)C(C1=CC=CC=C1)(C1=CC=CC=C1)C1=CC=CC=C1 (1-(6-Isopropoxynaphthalen-2-yl)-2-methyl-1-(1-trityl-1H-imidazol-4-yl)-1-propanol). Solvent: C(C)(=O)O (acetic acid), O (water). Conditions: temperature 50 celsius, time 18 hour. The product is C(C)(C)OC=1C=C2C=CC(=CC2=CC1)C(C(C)C)(O)C=1N=CNC1 (1-(6-Isopropoxynaphthalen-2-yl)-1-(1H-imidazol-4-yl)-2-methyl-1-propanol). Yield: 67.8%. RXN SMILES: [CH:1]([O:4][C:5]1[CH:6]=[C:7]2[C:12](=[CH:13][CH:14]=1)[CH:11]=[C:10]([C:15]([C:20]1[N:21]=[CH:22][N:23](C(C3C=CC=CC=3)(C3C=CC=CC=3)C3C=CC=CC=3)[CH:24]=1)([OH:19])[CH:16]([CH3:18])[CH3:17])[CH:9]=[CH:8]2)([CH3:3])[CH3:2]>C(O)(=O)C.O>[CH:1]([O:4][C:5]1[CH:6]=[C:7]2[C:12](=[CH:13][CH:14]=1)[CH:11]=[C:10]([C:15]([C:20]1[N:21]=[CH:22][NH:23][CH:24]=1)([OH:19])[CH:16]([CH3:18])[CH3:17])[CH:9]=[CH:8]2)([CH3:2])[CH3:3]. Procedure details: 1-(6-Isopropoxynaphthalen-2-yl)-2-methyl-1-(1-trityl-1H-imidazol-4-yl)-1-propanol (0.438 g) was dissolved in a mixture of acetic acid (20 ml) and water (0.5 ml), and the solution was stirred at 50° C. for 18 h. The solvent was evaporated, and to the mixture was added ethyl acetate. The mixture was washed with saturated aqueous solution of sodium hydrogencarbonate and saturated sodium chloride solution. The organic layer was dried and concentrated. The obtained residue was purified by silica gel ... The reactants are N(O)=C1SC(C(=N1)C1=CC=CC=C1)(C)C (2-oxo-4-phenyl-5,5-dimethyl-3-thiazoline-oxime), CN=C=O (methyl isocyanate). Yields the product CNC(=O)ON=C1SC(C(=N1)C1=CC=CC=C1)(C)C (2-oxo-4-phenyl-5,5-dimethyl-3-thiazoline-O-(methylcarbamoyl)-oxime). Reaction SMILES: [N:1](=[C:3]1[N:7]=[C:6]([C:8]2[CH:13]=[CH:12][CH:11]=[CH:10][CH:9]=2)[C:5]([CH3:15])([CH3:14])[S:4]1)[OH:2].[CH3:16][N:17]=[C:18]=[O:19]>>[CH3:16][NH:17][C:18]([O:2][N:1]=[C:3]1[N:7]=[C:6]([C:8]2[CH:13]=[CH:12][CH:11]=[CH:10][CH:9]=2)[C:5]([CH3:15])([CH3:14])[S:4]1)=[O:19]. Reported procedure: 2-oxo-4-phenyl-5,5-dimethyl-3-thiazoline-oxime was reacted with methyl isocyanate as described in Example 4 to yield 2-oxo-4-phenyl-5,5-dimethyl-3-thiazoline-O-(methylcarbamoyl)-oxime, m.p. 135°-137° C. The 2-oxo-4-phenyl-5,5-dimethyl-3-thiazoline-oxime starting material (m.p. 147°-149° C.) was prepared from 2-methyl-1-phenyl-2-thiocyanato-1-propanone (b.p. [0.02 mm] 98°-100° C.). Starting materials: BrC1=CC=C(CC=2N(C=C(N2)C2=C(C=C(C=C2)F)F)C=2C=C(C=CC2)N2CC(NS2(=O)=O)=O)C=C1 (5-{3-[2-(4-Bromo-benzyl)-4-(2,4-difluoro-phenyl)-imidazol-1-yl]-phenyl}-1,2,5-thiadiazolidine-3-one-1,1-dioxide), C1(CCCCC1)C1=CC=C(C=C1)B(O)O (4-cyclohexylphenylboronic acid). Product: C1(CCCCC1)C1=CC=C(C=C1)C1=CC=C(C=C1)CC=1N(C=C(N1)C1=C(C=C(C=C1)F)F)C=1C=C(C=CC1)N1CC(NS1(=O)=O)=O (5-{3-[2-(4′-cyclohexyl-biphenyl-4-ylmethyl)-4-(2,4-difluoro-phenyl)-imidazol-1-yl]-phenyl}-1,2,5-thiadiazolidine-3-one-1,1-dioxide). Reaction SMILES: Br[C:2]1[CH:35]=[CH:34][C:5]([CH2:6][C:7]2[N:8]([C:20]3[CH:21]=[C:22]([N:26]4[S:30](=[O:32])(=[O:31])[NH:29][C:28](=[O:33])[CH2:27]4)[CH:23]=[CH:24][CH:25]=3)[CH:9]=[C:10]([C:12]3[CH:17]=[CH:16][C:15]([F:18])=[CH:14][C:13]=3[F:19])[N:11]=2)=[CH:4][CH:3]=1.[CH:36]1([C:42]2[CH:47]=[CH:46][C:45](B(O)O)=[CH:44][CH:43]=2)[CH2:41][CH2:40][CH2:39][CH2:38][CH2:37]1>>[CH:42]1([C:36]2[CH:37]=[CH:38][C:39]([C:2]3[CH:3]=[CH:4][C:5]([CH2:6][C:7]4[N:8]([C:20]5[CH:21]=[C:22]([N:26]6[S:30](=[O:32])(=[O:31])[NH:29][C:28](=[O:33])[CH2:27]6)[CH:23]=[CH:24][CH:25]=5)[CH:9]=[C:10]([C:12]5[CH:17]=[CH:16][C:15]([F:18])=[CH:14][C:13]=5[F:19])[N:11]=4)=[CH:34][CH:35]=3)=[CH:40][CH:41]=2)[CH2:43][CH2:44][CH2:45][CH2:46][CH2:47]1. Procedure details: 5-{3-[2-(4-Bromo-benzyl)-4-(2,4-difluoro-phenyl)-imidazol-1-yl]-phenyl}-1,2,5-thiadiazolidine-3-one-1,1-dioxide (prepared according to general procedures A, R and C stepwise) (56 mg, 0.1 mmol) was treated as described in general procedure G using 4-cyclohexylphenylboronic acid (41 mg, 0.2 mmol) to give 5-{3-[2-(4′-cyclohexyl-biphenyl-4-ylmethyl)-4-(2,4-difluoro-phenyl)-imidazol-1-yl]-phenyl}-1,2,5-thiadiazolidine-3-one-1,1-dioxide. Starting materials: CC(C)CC(NC(=O)OCc1ccccc1)C(=O)O, O=C([O-])[O-], Cc1ccccc1S(=O)(=O)OCC1(C)COC1, [Cs+], [Cs+], [I-], [Na+], CN(C)C=O, O. Product: CC(C)CC(NC(=O)OCc1ccccc1)C(=O)OCC1(C)COC1. Reaction SMILES: [C:1](=[O:2])([O:3][CH2:4][c:5]1[cH:6][cH:7][cH:8][cH:9][cH:10]1)[NH:11][CH:12]([CH2:13][CH:14]([CH3:15])[CH3:16])[C:17](=[O:18])[OH:19].[C:20](=[O:21])([O-:22])[O-:23].[CH3:26][C:27]1([CH2:31][O:32][S:33]([c:34]2[c:35]([CH3:36])[cH:37][cH:38][cH:39][cH:40]2)(=[O:41])=[O:42])[CH2:28][O:29][CH2:30]1.[Cs+:24].[Cs+:25].[I-:43].[Na+:44].[O:46]=[CH:47][N:48]([CH3:49])[CH3:50].[OH2:45]>>[C:1](=[O:2])([O:3][CH2:4][c:5]1[cH:6][cH:7][cH:8][cH:9][cH:10]1)[NH:11][CH:12]([CH2:13][CH:14]([CH3:15])[CH3:16])[C:17]([O:18][CH2:31][C:27]1([CH3:26])[CH2:28][O:29][CH2:30]1)=[O:19]. Reactants: OCCOCCOCCOC1=CC=C2C=C(NC2=C1)C(=O)OC (Methyl 6-[(2-(2-hydroxyethoxy)ethoxy)ethoxy]indole-2-carboxylate), [OH-].[K+] (potassium hydroxide), Cl (hydrochloric acid). Solvent: O (water), O1CCOCC1 (dioxane). Yields the product OCCOCCOCCOC1=CC=C2C=C(NC2=C1)C(=O)O (6-[(2-(2-Hydroxyethoxy)ethoxy)ethoxy]indole-2-carboxylic acid). RXN SMILES: [OH:1][CH2:2][CH2:3][O:4][CH2:5][CH2:6][O:7][CH2:8][CH2:9][O:10][C:11]1[CH:19]=[C:18]2[C:14]([CH:15]=[C:16]([C:20]([O:22]C)=[O:21])[NH:17]2)=[CH:13][CH:12]=1.[OH-].[K+].Cl>O1CCOCC1.O>[OH:1][CH2:2][CH2:3][O:4][CH2:5][CH2:6][O:7][CH2:8][CH2:9][O:10][C:11]1[CH:19]=[C:18]2[C:14]([CH:15]=[C:16]([C:20]([OH:22])=[O:21])[NH:17]2)=[CH:13][CH:12]=1 |f:1.2|. Procedure: Methyl 6-[(2-(2-hydroxyethoxy)ethoxy)ethoxy]indole-2-carboxylate (V, EXAMPLE 3, 2.9 g) and potassium hydroxide (1.0 g) are dissolved in dioxane (25 ml) and water (5 ml). The reaction is warmed to 50° for 3 hours. The reaction is neutralized by the addition of hydrochloric acid (1N, 17 ml), extracted with THF/chloroform (50/50, 3×), washed with saline and concentrated under reduced pressure with heat. The material is purified by flash column chromatography eluting with methanol/chloroform/acetic ... Starting materials: C(C)(C)C1=C(C=CC(=C1)C(C)C)S(=O)(=O)C (2,4-Diisopropyl-1-methylsulfonylbenzene), [N+](=O)(O)[O-] (nitric acid), crude product, CC1=C(C=C(C(=C1[N+](=O)[O-])C)S(=O)(=O)C)[N+](=O)[O-] (2,4-dimethyl-5-methylsulfonyl-1,3-dinitrobenzene), OS(=O)(=O)O.O=S(=O)=O (oleum). The solvent is C(C)(=O)OCC (ethyl acetate). The product is C(C)(C)C1=C(C=C(C(=C1[N+](=O)[O-])C(C)C)S(=O)(=O)C)[N+](=O)[O-] (2,4-diisopropyl-5-methylsulfonyl-1,3-dinitrobenzene). RXN SMILES: [CH:1]([C:4]1[CH:9]=[C:8]([CH:10]([CH3:12])[CH3:11])[CH:7]=[CH:6][C:5]=1[S:13]([CH3:16])(=[O:15])=[O:14])([CH3:3])[CH3:2].CC1C([N+:24]([O-:26])=[O:25])=C(C)C(S(C)(=O)=O)=CC=1[N+]([O-])=O.OS(O)(=O)=O.O=S(=O)=O.[N+:44]([O-])([OH:46])=[O:45]>C(OCC)(=O)C>[CH:10]([C:8]1[C:9]([N+:24]([O-:26])=[O:25])=[C:4]([CH:1]([CH3:2])[CH3:3])[C:5]([S:13]([CH3:16])(=[O:14])=[O:15])=[CH:6][C:7]=1[N+:44]([O-:46])=[O:45])([CH3:11])[CH3:12] |f:2.3|. Procedure details: 2,4-Diisopropyl-1-methylsulfonylbenzene was dinitrated analogously to (a). To ensure complete dinitration, 20% oleum (1.6 mol of SO3 per mol of sulfone) was added after the addition of nitric acid and the after-stirring time was increased to 60 hours. The crude product was boiled with ethyl acetate to remove small quantities of mononitro compounds.